From a dataset of the Open Reaction Database (ORD), a public repository of structured organic reaction records. describe an organic reaction: reactants, conditions, products, and yield Starting materials: COP(OC)(=O)CC(C)OC(C)=O (2-acetoxy-2-methylethane-phosphonic acid dimethyl ester), Cl (HCl), C(C)(=O)OC.CO (methyl acetate methanol). Run in CO (methanol). The product is COP(OC)(=O)CC(C)O (2-hydroxy-2-methyl-ethane-phosphonic acid dimethyl ester). The yield is 75.0%. Reaction SMILES: [CH3:1][O:2][P:3]([CH2:7][CH:8]([O:10]C(=O)C)[CH3:9])(=[O:6])[O:4][CH3:5].Cl.C(OC)(=O)C.CO>CO>[CH3:1][O:2][P:3]([CH2:7][CH:8]([OH:10])[CH3:9])(=[O:6])[O:4][CH3:5] |f:2.3|. Reported procedure: 100 g of 2-acetoxy-2-methylethane-phosphonic acid dimethyl ester are heated for about 5 hours to 65°-75°C in 200 ml of methanol containing 1 wt.% of HCl. A mixture of methyl acetate/methanol is removed continuously by distillation over a column. The residue is fractionated in high vacuum. 60 g of 2-hydroxy-2-methyl-ethane-phosphonic acid dimethyl ester (b.p.: 125°-127°C/1.5 torr) are obtained, corresponding to a yield of 76% of the theoretical. The reactants are C1CCOC1, CO, COC(=O)c1ccc(OC(C)=O)cc1OC, Cl, [Na+], [OH-], O. Yields the product COC(=O)c1ccc(O)cc1OC. RXN SMILES: [CH2:20]1[O:21][CH2:22][CH2:23][CH2:24]1.[CH3:25][OH:26].[CH3:3][O:4][C:5]([c:6]1[c:7]([O:16][CH3:17])[cH:8][c:9]([O:12][C:13](=[O:14])[CH3:15])[cH:10][cH:11]1)=[O:18].[ClH:19].[Na+:2].[OH-:1].[OH2:27]>>[CH3:3][O:4][C:5]([c:6]1[c:7]([O:16][CH3:17])[cH:8][c:9]([OH:12])[cH:10][cH:11]1)=[O:18].